This data is from the Open Reaction Database (ORD), a public repository of structured organic reaction records. The task is: describe an organic reaction: reactants, conditions, products, and yield The reactants are S(O)(O)(=O)=O (sulphuric acid), 42-ester, C[C@@H]1CC[C@H]2C[C@@H](/C(=C/C=C/C=C/[C@H](C[C@H](C(=O)[C@@H]([C@@H](/C(=C/[C@H](C(=O)C[C@H](OC(=O)[C@@H]3CCCCN3C(=O)C(=O)[C@@]1(O2)O)[C@H](C)C[C@@H]4CC[C@H]([C@@H](C4)OC)O)C)/C)O)OC)C)C)/C)OC (rapamycin), CC1(COC2(OC1)CCCCCC2)C(=O)O (3-methyl-1,5-dioxaspiro[5.6]dodecane-3-carboxylic acid), CCCCCC (n-hexane). The solvent is C1CCOC1 (THF), [Cl-].[Na+].O (brine). Run at temperature 2.5 celsius, time 20 hour. Product: C[C@@H]1CC[C@H]2C[C@@H](/C(=C/C=C/C=C/[C@H](C[C@H](C(=O)[C@@H]([C@@H](/C(=C/[C@H](C(=O)C[C@H](OC(=O)[C@@H]3CCCCN3C(=O)C(=O)[C@@]1(O2)O)[C@H](C)C[C@@H]4CC[C@H]([C@@H](C4)OC)OC(=O)C(C)(CO)CO)C)/C)O)OC)C)C)/C)OC (CCI-779). As a reaction SMILES: [CH3:1][C@H:2]1[C@@:41]2([OH:43])[O:42][C@H:5]([CH2:6][C@H:7]([O:64][CH3:65])[C:8]([CH3:63])=[CH:9][CH:10]=[CH:11][CH:12]=[CH:13][C@@H:14]([CH3:62])[CH2:15][C@@H:16]([CH3:61])[C:17]([C@H:19]([O:59][CH3:60])[C@H:20]([OH:58])[C:21]([CH3:57])=[CH:22][C@@H:23]([CH3:56])[C:24]([CH2:26][C@@H:27]([C@@H:44]([CH2:46][C@H:47]3[CH2:52][C@@H:51]([O:53][CH3:54])[C@H:50]([OH:55])[CH2:49][CH2:48]3)[CH3:45])[O:28][C:29]([C@H:31]3[N:36]([C:37]([C:39]2=[O:40])=[O:38])[CH2:35][CH2:34][CH2:33][CH2:32]3)=[O:30])=[O:25])=[O:18])[CH2:4][CH2:3]1.[CH3:66][C:67]1([C:79](O)=[O:80])[CH2:72][O:71]C2(CCCCCC2)[O:69][CH2:68]1.S(=O)(=O)(O)O.CCCCCC>C1COCC1.[Cl-].[Na+].O>[CH3:1][C@H:2]1[C@@:41]2([OH:43])[O:42][C@H:5]([CH2:6][C@H:7]([O:64][CH3:65])[C:8]([CH3:63])=[CH:9][CH:10]=[CH:11][CH:12]=[CH:13][C@@H:14]([CH3:62])[CH2:15][C@@H:16]([CH3:61])[C:17]([C@H:19]([O:59][CH3:60])[C@H:20]([OH:58])[C:21]([CH3:57])=[CH:22][C@@H:23]([CH3:56])[C:24]([CH2:26][C@@H:27]([C@@H:44]([CH2:46][C@H:47]3[CH2:52][C@@H:51]([O:53][CH3:54])[C@H:50]([O:55][C:68]([C:67]([CH2:79][OH:80])([CH2:72][OH:71])[CH3:66])=[O:69])[CH2:49][CH2:48]3)[CH3:45])[O:28][C:29]([C@H:31]3[N:36]([C:37]([C:39]2=[O:40])=[O:38])[CH2:35][CH2:34][CH2:33][CH2:32]3)=[O:30])=[O:25])=[O:18])[CH2:4][CH2:3]1 |f:5.6.7|. Reported procedure: (160 mg) of 42-ester of rapamycin with 3-methyl-1,5-dioxaspiro[5.6]dodecane-3-carboxylic acid [IId6] was dissolved in 4 ml THF and was cooled it at 0-5° C. Subsequently, 0.5 ml 2N sulphuric acid was added and the reaction mass was stirred at 30-35° C. for 20 hrs. After completion of the reaction brine solution was added and extracted by ethyl acetate. Organic layer was separated and wash it with sodium bicarbonate solution and then by water. Dried by adding sodium sulfate and concentrate it on r...